Task: describe an organic reaction: reactants, conditions, products, and yield. Dataset: the Open Reaction Database (ORD), a public repository of structured organic reaction records The reactants are C[Si](C)(C)[N-][SiH3], C[Si](C)(C)[N-][SiH3], COc1ccc(C=O)cc1CNC(=O)OC(C)(C)C, [Cl-], [NH4+], [Na+], [Na+], COC(=O)C1CCCO1, C1CCOC1. Yields the product COC(=O)C1(C(O)c2ccc(OC)c(CNC(=O)OC(C)(C)C)c2)CCCO1. Reaction SMILES: [CH3:10][Si:11]([CH3:12])([CH3:13])[N-:14][SiH3:15].[CH3:16][Si:17]([CH3:18])([CH3:19])[N-:20][SiH3:21].[CH:24](=[O:25])[c:26]1[cH:27][cH:28][c:29]([O:41][CH3:42])[c:30]([CH2:31][NH:32][C:33]([O:34][C:35]([CH3:36])([CH3:37])[CH3:38])=[O:39])[cH:40]1.[Cl-:43].[NH4+:44].[Na+:22].[Na+:23].[O:1]1[CH:2]([C:6](=[O:7])[O:8][CH3:9])[CH2:3][CH2:4][CH2:5]1.[O:45]1[CH2:46][CH2:47][CH2:48][CH2:49]1>>[O:1]1[C:2]([C:6](=[O:7])[O:8][CH3:9])([CH:24]([OH:25])[c:26]2[cH:27][cH:28][c:29]([O:41][CH3:42])[c:30]([CH2:31][NH:32][C:33]([O:34][C:35]([CH3:36])([CH3:37])[CH3:38])=[O:39])[cH:40]2)[CH2:3][CH2:4][CH2:5]1. The reactants are C(C1=CC=CC=C1)N1CCC(CC1)=O (1-benzyl-4-piperidone), Cl.C(C1=CC=CC=C1)=C1CCNCC1 (4-benzylidenepiperidine hydrochloride), [Br-].C(C=C)[P+](C1=CC=CC=C1)(C1=CC=CC=C1)C1=CC=CC=C1 (allyltriphenylphosphonium bromide), C(CCC)[Li] (butyllithium). Solvent: O1CCCC1 (tetrahydrofurane), O1CCCC1 (tetrahydrofurane). Conditions: time 30 minute. Product: C(C1=CC=CC=C1)N1CCC(CC1)=CCC (1-benzyl-4-propylidenepiperidine). Reaction SMILES: Cl.[CH:2](=[C:9]1[CH2:14][CH2:13][NH:12][CH2:11][CH2:10]1)[C:3]1[CH:8]=CC=CC=1.[Br-].C([P+](C1C=CC=CC=1)(C1C=CC=CC=1)C1C=CC=CC=1)C=C.C([Li])CCC.[CH2:43](N1CCC(=O)CC1)[C:44]1[CH:49]=[CH:48][CH:47]=[CH:46][CH:45]=1>O1CCCC1>[CH2:43]([N:12]1[CH2:11][CH2:10][C:9](=[CH:2][CH2:3][CH3:8])[CH2:14][CH2:13]1)[C:44]1[CH:49]=[CH:48][CH:47]=[CH:46][CH:45]=1 |f:0.1,2.3|. Procedure details: Synthesis of 4-propenylidenepiperidine hydrochloride (1) In a stream of argon, 2.9 g (7.5 mmol) of allyltriphenylphosphonium bromide was suspended in 10 ml of anhydrous tetrahydrofurane, and thereto 4.3 ml of butyllithium was added dropwise under cooling with ice. After stirring the mixture at room temperature for 30 minutes, thereto was added dropwise a solution of 1 g (5.3 mmol) of 1-benzyl-4-piperidone in anhydrous tetrahydrofurane under cooling with ice and the obtained mixture was stirred a... Reactants: C(C)(C)C1=CC=2C3C(NC2C=C1)C1=CC=CC=C1C3 (4b,5,9b,10-tetrahydro-8-isopropylindeno[1,2-b]indole), C(CCC)[Li] (n-butyllithium), IC (Iodomethane). The solvent is O1CCCC1 (tetrahydrofuran), hexanes. Reaction conditions: temperature -78 celsius, time 30 minute. Yields the product C[C@]12NC=3C=CC(=CC3[C@H]1CC1=CC=CC=C12)C(C)C (cis-4b,5,9b,10-Tetrahydro-4b-methyl-8-isopropylindeno[1,2-b]indole). As a reaction SMILES: [CH:1]([C:4]1[CH:12]=[CH:11][C:10]2[NH:9][CH:8]3[C:13]4[C:18]([CH2:19][CH:7]3[C:6]=2[CH:5]=1)=[CH:17][CH:16]=[CH:15][CH:14]=4)([CH3:3])[CH3:2].[CH2:20]([Li])CCC.IC>O1CCCC1>[CH3:20][C@@:8]12[C:13]3[C:18](=[CH:17][CH:16]=[CH:15][CH:14]=3)[CH2:19][C@@H:7]1[C:6]1[CH:5]=[C:4]([CH:1]([CH3:3])[CH3:2])[CH:12]=[CH:11][C:10]=1[NH:9]2. Reported procedure: Under an inert atmosphere, a flame-dried flash was charged with 4b,5,9b,10-tetrahydro-8-isopropylindeno[1,2-b]indole (1.49 g 5.98 mmol) and dry tetrahydrofuran (THF, 20 cm3). The solution was cooled to -78° C., and a solution of n-butyllithium in hexanes (4.0 cm3 of 1.6M solution) added dropwise. The reaction was warmed to room temperature, and dry CO2 gas bubbled through until the colour of the anion had dispersed. The solvent and excess CO2 were carefully removed at a vacuum pump, the resultin... Reactants: Cl (HCl), C(C)N1C(=NC2=C1C=CC(=C2)C#CCC(C)O)CN2C(=NC=C2)C=2SC=CN2 (5-(1-ethyl-2-{[2-(1,3-thiazol-2-yl)-1H-imidazol-1-yl]methyl}-1H-benzimidazol-5-yl)-pent-4-yn-2-ol), C(=O)(O)[O-].[Na+] (NaHCO3). The reagents and catalysts are [N+](CCCC)(CCCC)(CCCC)CCCC.[Cl-] (n-Bu4NCl), Cl[Pd]Cl (PdCl2). The solvent is C(Cl)Cl (CH2Cl2). Run at time 72 hour. Yields the product C(C)N1C(=NC2=C1C=CC(=C2)C(CCC(C)O)=O)CN2C(=NC=C2)C=2SC=CN2 (1-(1-ethyl-2-{[2-(1,3-thiazol-2-yl)-1H-imidazol-1-yl]methyl}-1H-benzimidazol-5-yl)-4-hydroxypentan-1-one). Reaction SMILES: Cl.[CH2:2]([N:4]1[C:8]2[CH:9]=[CH:10][C:11]([C:13]#[C:14][CH2:15][CH:16]([OH:18])[CH3:17])=[CH:12][C:7]=2[N:6]=[C:5]1[CH2:19][N:20]1[CH:24]=[CH:23][N:22]=[C:21]1[C:25]1[S:26][CH:27]=[CH:28][N:29]=1)[CH3:3].C([O-])(O)=[O:31].[Na+]>[N+](CCCC)(CCCC)(CCCC)CCCC.[Cl-].Cl[Pd]Cl.C(Cl)Cl>[CH2:2]([N:4]1[C:8]2[CH:9]=[CH:10][C:11]([C:13](=[O:31])[CH2:14][CH2:15][CH:16]([OH:18])[CH3:17])=[CH:12][C:7]=2[N:6]=[C:5]1[CH2:19][N:20]1[CH:24]=[CH:23][N:22]=[C:21]1[C:25]1[S:26][CH:27]=[CH:28][N:29]=1)[CH3:3] |f:2.3,4.5|. Procedure details: To the bi-layer system of 3 N HCl (5 mL) and CH2Cl2 is added 5-(1-ethyl-2-{[2-(1,3-thiazol-2-yl)-1H-imidazol-1-yl]methyl}-1H-benzimidazol-5-yl)-pent-4-yn-2-ol (107 mg, 0.27 mmol), PdCl2 (5 mg, 0.028 mmol), and n-Bu4NCl (17 mg, 0.056 mmol). The resulting mixture is stirred at room temperature for 72 hr, and then poured into saturated NaHCO3 solution. The aqueous layer is extracted with CH2Cl2 and the combined organic layers are dried over Na2SO4. Solvent is removed and purification by preparative... Reactants: ClC(Cl)Cl, O=C1CCC(=O)N1Cl, Clc1ccc2nccn2n1. The product is Clc1ccc2ncc(Cl)n2n1. Reaction SMILES: [CH:19]([Cl:20])([Cl:21])[Cl:22].[Cl:11][N:12]1[C:13](=[O:14])[CH2:15][CH2:16][C:17]1=[O:18].[Cl:1][c:2]1[cH:3][cH:4][c:5]2[n:6]([n:7]1)[cH:8][cH:9][n:10]2>>[Cl:1][c:2]1[cH:3][cH:4][c:5]2[n:6]([n:7]1)[c:8]([Cl:11])[cH:9][n:10]2.